This data is from the Open Reaction Database (ORD), a public repository of structured organic reaction records. The task is: describe an organic reaction: reactants, conditions, products, and yield Reactants: 1-[2-hydroxy-3-propyl-4-[5-1H-tetrazol-5-yl)pentyloxy]phenyl ethanone, [N-]=[N+]=[N-].[Na+] (sodium azide), [Cl-].[NH4+] (ammonium chloride), C(C)(=O)C1=C(C(=C(OC(CCCC#N)C)C=C1)CCC)O (5-(4-acetyl-3-hydroxy-2-propylphenoxy)hexane-nitrile), [N-]=[N+]=[N-].[Na+] (sodium azide), [Cl-].[NH4+] (ammonium chloride), CN(C=O)C (dimethylformamide). The product is OC1=C(C=CC(=C1CCC)OCCCCCC1=NN=NN1)C(C)=O (2-Hydroxy-3-propyl-4-[5-(1H-tetrazol-5-yl)pentyloxy]phenyl ethanone). RXN SMILES: [C:1]([C:4]1[CH:17]=[CH:16][C:7]([O:8][CH:9](C)[CH2:10][CH2:11][CH2:12][C:13]#N)=[C:6]([CH2:18][CH2:19][CH3:20])[C:5]=1[OH:21])(=[O:3])[CH3:2].[N-:22]=[N+:23]=[N-:24].[Na+].[Cl-].[NH4+].[CH3:28][N:29](C)C=O>>[OH:21][C:5]1[C:6]([CH2:18][CH2:19][CH3:20])=[C:7]([O:8][CH2:9][CH2:10][CH2:11][CH2:12][CH2:13][C:28]2[NH:29][N:24]=[N:23][N:22]=2)[CH:16]=[CH:17][C:4]=1[C:1](=[O:3])[CH3:2] |f:1.2,3.4|. Procedure: A mixture of 13.70 g 5-(4-acetyl-3-hydroxy-2-propylphenoxy)hexane-nitrile, 9.30 g sodium azide, 7.65 g ammonium chloride in 275 mL anhydrous dimethylformamide was stirred and heated at 120° for 90 hr. An additional 3.10 g of sodium azide and 2.57 g of ammonium chloride were added after 54 hr. The solvent was removed in vacuo and the residual solid was treated with 350 mL of water and acidified with 7 mL of 6N hydrochloric acid. The product was extracted with ethyl acetate and the dried (magnesiu... The reactants are O=CC=CCOCc1ccccc1, CN1C(=O)C(Cc2ccccc2)NC1C(C)(C)C, COc1cccc2c1ccn2C, CC(C)O, ClCCl, O=C(O)C(F)(F)F. The product is COc1cccc2c1c(C(CC=O)COCc1ccccc1)cn2C. RXN SMILES: [CH2:1]([c:2]1[cH:3][cH:4][cH:5][cH:6][cH:7]1)[O:8][CH2:9][CH:10]=[CH:11][CH:12]=[O:13].[CH2:33]([CH:34]1[NH:35][CH:36]([C:37]([CH3:38])([CH3:39])[CH3:40])[N:41]([CH3:42])[C:43]1=[O:44])[c:45]1[cH:46][cH:47][cH:48][cH:49][cH:50]1.[CH3:14][O:15][c:16]1[c:17]2[cH:18][cH:19][n:20]([CH3:25])[c:21]2[cH:22][cH:23][cH:24]1.[CH:54]([OH:55])([CH3:56])[CH3:57].[Cl:51][CH2:52][Cl:53].[F:26][C:27]([F:28])([F:29])[C:30]([OH:31])=[O:32]>>[CH2:1]([c:2]1[cH:3][cH:4][cH:5][cH:6][cH:7]1)[O:8][CH2:9][CH:10]([CH2:11][CH:12]=[O:13])[c:18]1[c:17]2[c:16]([O:15][CH3:14])[cH:24][cH:23][cH:22][c:21]2[n:20]([CH3:25])[cH:19]1. Starting materials: [Cl-], Cl, O=N[O-], CCOC(=O)c1cnn(-c2ccccn2)c1N, [NH4+], [Na+], [OH-], O. Product: CCOC(=O)c1cnn(-c2ccccn2)c1Cl. RXN SMILES: [Cl-:22].[ClH:25].[N:18]([O-:19])=[O:20].[NH2:1][c:2]1[c:3]([C:13](=[O:14])[O:15][CH2:16][CH3:17])[cH:4][n:5][n:6]1-[c:7]1[n:8][cH:9][cH:10][cH:11][cH:12]1.[NH4+:23].[Na+:21].[OH-:24].[OH2:26]>>[c:2]1([Cl:22])[c:3]([C:13](=[O:14])[O:15][CH2:16][CH3:17])[cH:4][n:5][n:6]1-[c:7]1[n:8][cH:9][cH:10][cH:11][cH:12]1. The reactants are FC(OC1=CC=C(C=C1)C1=CC=C(C=C1)C1N=C(NC1)C1=C(C=CC=C1F)F)(F)F (4-(4′-trifluoromethoxy-4-biphenylyl)-2-(2,6-difluorophenyl)-4,5-dihydro-1H-imidazole), C(C)(=O)OC(C)=O (acetic anhydride). Run in C1(=CC=CC=C1)C (toluene). Yields the product C(C)(=O)N1C(=NCC1C1=CC=C(C=C1)C1=CC=C(C=C1)OC(F)(F)F)C1=C(C=CC=C1F)F (3-acetyl4-(4′-trifluoromethoxy-4-biphenylyl)-2-(2,6-difluorophenyl)-4,5-dihydro-3H-imidazole). The yield is 7.2%. RXN SMILES: [F:1][C:2]([F:30])([F:29])[O:3][C:4]1[CH:9]=[CH:8][C:7]([C:10]2[CH:15]=[CH:14][C:13]([CH:16]3[CH2:20][NH:19][C:18]([C:21]4[C:26]([F:27])=[CH:25][CH:24]=[CH:23][C:22]=4[F:28])=[N:17]3)=[CH:12][CH:11]=2)=[CH:6][CH:5]=1.[C:31](OC(=O)C)(=[O:33])[CH3:32]>C1(C)C=CC=CC=1>[C:31]([N:17]1[CH:16]([C:13]2[CH:12]=[CH:11][C:10]([C:7]3[CH:8]=[CH:9][C:4]([O:3][C:2]([F:1])([F:29])[F:30])=[CH:5][CH:6]=3)=[CH:15][CH:14]=2)[CH2:20][N:19]=[C:18]1[C:21]1[C:26]([F:27])=[CH:25][CH:24]=[CH:23][C:22]=1[F:28])(=[O:33])[CH3:32]. Procedure: 1.5 g (3.6 mmol) of 4-(4′-trifluoromethoxy-4-biphenylyl)-2-(2,6-difluorophenyl)-4,5-dihydro-1H-imidazole (for example from Example V-1) were dissolved in 20 ml of toluene, admixed with 1.7 ml (1.84 g; 18 mmol) of acetic anhydride and boiled under reflux for 1 h. The mixture was then concentrated and the residue was recrystallized from a mixture of cyclohexane and ethyl acetate. This gave 1.07 g (65% of theory) of 1-acetyl-4-(4′-trifluoromethoxy-4-biphenylyl)-2-(2,6-difluorophenyl)-4,5-dihydro-1H... The reactants are O (Water), CC(=O)C1=CC=C(C=C1)[N+](=O)[O-] (4-nitroacetophenone), S(=O)(=O)(C1=CC=C(C)C=C1)C[N+]#[C-] (tosylmethyl isocyanide), [K] (potassium). The solvent is COCCOCCOC (methoxyethyl ether), C(C)(C)(C)O (t-butanol). Conditions: temperature -15 celsius, time 1 hour. The product is [N+](=O)([O-])C1=CC=C(C=C1)C(C#N)C (2-(4-Nitrophenyl)propionitrile). The yield is 77.0%. Reaction SMILES: [CH3:1][C:2]([C:4]1[CH:9]=[CH:8][C:7]([N+:10]([O-:12])=O)=[CH:6][CH:5]=1)=O.S([CH2:23][N+:24]#[C-])(C1C=CC(C)=CC=1)(=O)=O.[K].[OH2:27]>COCCOCCOC.C(O)(C)(C)C>[N+:10]([C:7]1[CH:6]=[CH:5][C:4]([CH:2]([CH3:1])[C:23]#[N:24])=[CH:9][CH:8]=1)([O-:12])=[O:27] |^1:25|. Procedure details: A −15° C. solution of 4-nitroacetophenone (16.5 g, 100 mmol) and tosylmethyl isocyanide (2.9.3 g, 150 mmol) in methoxyethyl ether (400 mL) was slowly treated with a room temperature solution of the potassium t-butbxide. (28 g, 250 mmol) in t-butanol (200 mL). The reaction mixture was stirred at −15° C. for 1 h and then allowed to warm to room temperature over night. Water (100 mL) was added to the mixture and the organic layer was extracted with ether (3×200 mL). The combined organic fraction wa... The reactants are compound 13, C(C#C)OC1=CC(=C(C(=C1)C)S(=O)(=O)Cl)C (4-(propargyloxy)-2,6-dimethylbenzene-1-sulfonyl chloride), OC[C@@](C([C@H](CC(C)C)NC([C@H](CC1=CC=CC=C1)NC([C@H](CC(C)C)NC([C@H](CCC1=CC=CC=C1)NC(CN1CCOCC1)=O)=O)=O)=O)=O)(C)O ((S)—N—((S)-1-(((2R,4S)-1,2-dihydroxy-2,6-dimethyl-3-oxoheptan-4-yl)amino)-1-oxo-3-phenylpropan-2-yl)-4-methyl-2-((S)-2-(2-morpholinoacetamido)-4-phenylbutanamido)pentanamide). Yields the product CC1=C(C(=CC(=C1)OCC#C)C)S(=O)(=O)OCC(C([C@@H](NC([C@@H](NC([C@@H](NC([C@@H](NC(CN1CCOCC1)=O)CCC1=CC=CC=C1)=O)CC(C)C)=O)CC1=CC=CC=C1)=O)CC(C)C)=O)(C)O ((4S,7S,10S,13S)-10-Benzyl-15-hydroxy-7,13-diisobutyl-15-methyl-1-morpholino-2,5,8,11,14-pentaoxo-4-phenethyl-3,6,9,12-tetraazahexadecan-16-yl 2,6-dimethyl-4-(prop-2-yn-1-yloxy)benzenesulfonate). As a reaction SMILES: [CH2:1]([O:4][C:5]1[CH:10]=[C:9]([CH3:11])[C:8]([S:12](Cl)(=[O:14])=[O:13])=[C:7]([CH3:16])[CH:6]=1)[C:2]#[CH:3].[OH:17][CH2:18][C@:19]([OH:69])([CH3:68])[C:20](=[O:67])[C@@H:21]([NH:26][C:27](=[O:66])[C@@H:28]([NH:36][C:37](=[O:65])[C@@H:38]([NH:43][C:44](=[O:64])[C@@H:45]([NH:54][C:55](=[O:63])[CH2:56][N:57]1[CH2:62][CH2:61][O:60][CH2:59][CH2:58]1)[CH2:46][CH2:47][C:48]1[CH:53]=[CH:52][CH:51]=[CH:50][CH:49]=1)[CH2:39][CH:40]([CH3:42])[CH3:41])[CH2:29][C:30]1[CH:35]=[CH:34][CH:33]=[CH:32][CH:31]=1)[CH2:22][CH:23]([CH3:25])[CH3:24]>>[CH3:11][C:9]1[CH:10]=[C:5]([O:4][CH2:1][C:2]#[CH:3])[CH:6]=[C:7]([CH3:16])[C:8]=1[S:12]([O:17][CH2:18][C:19]([OH:69])([CH3:68])[C:20](=[O:67])[C@H:21]([CH2:22][CH:23]([CH3:24])[CH3:25])[NH:26][C:27](=[O:66])[C@H:28]([CH2:29][C:30]1[CH:35]=[CH:34][CH:33]=[CH:32][CH:31]=1)[NH:36][C:37](=[O:65])[C@H:38]([CH2:39][CH:40]([CH3:42])[CH3:41])[NH:43][C:44](=[O:64])[C@H:45]([CH2:46][CH2:47][C:48]1[CH:53]=[CH:52][CH:51]=[CH:50][CH:49]=1)[NH:54][C:55](=[O:63])[CH2:56][N:57]1[CH2:62][CH2:61][O:60][CH2:59][CH2:58]1)(=[O:14])=[O:13]. Procedure details: Prepared in a similar manner to compound 13, except from 4-(propargyloxy)-2,6-dimethylbenzene-1-sulfonyl chloride and (S)—N—((S)-1-(((2R,4S)-1,2-dihydroxy-2,6-dimethyl-3-oxoheptan-4-yl)amino)-1-oxo-3-phenylpropan-2-yl)-4-methyl-2-((S)-2-(2-morpholinoacetamido)-4-phenylbutanamido)pentanamide. Starting materials: ClC1=CC=C(C=C1)S(=O)(=O)NCCCCC(CCC(=O)OC(C)(C)C)CCCOC1OCCCC1 (t-butyl 8-(p-chlorophenylsulfonamido)-4-[3-(tetrahydropyranyloxy)propyl]-octanoate), Cl (hydrochloric acid). Run in O (water), O1CCCC1 (tetrahydrofuran). Conditions: time 18 hour. Product: ClC1=CC=C(C=C1)S(=O)(=O)NCCCCC(CCC(=O)OC(C)(C)C)CCCO (t-butyl 8-(p-chlorophenylsulfonamido)-4-(3-hydroxypropyl)-octanoate). RXN SMILES: [Cl:1][C:2]1[CH:7]=[CH:6][C:5]([S:8]([NH:11][CH2:12][CH2:13][CH2:14][CH2:15][CH:16]([CH2:26][CH2:27][CH2:28][O:29]C2CCCCO2)[CH2:17][CH2:18][C:19]([O:21][C:22]([CH3:25])([CH3:24])[CH3:23])=[O:20])(=[O:10])=[O:9])=[CH:4][CH:3]=1.Cl>O1CCCC1.O>[Cl:1][C:2]1[CH:3]=[CH:4][C:5]([S:8]([NH:11][CH2:12][CH2:13][CH2:14][CH2:15][CH:16]([CH2:26][CH2:27][CH2:28][OH:29])[CH2:17][CH2:18][C:19]([O:21][C:22]([CH3:24])([CH3:25])[CH3:23])=[O:20])(=[O:9])=[O:10])=[CH:6][CH:7]=1. Reported procedure: To a solution of 0.453 g of t-butyl 8-(p-chlorophenylsulfonamido)-4-[3-(tetrahydropyranyloxy)propyl]-octanoate in 7 ml tetrahydrofuran is added 5 ml of 1N hydrochloric acid and the solution is allowed to stir for 18 h. The reaction mixture is diluted with water and extracted with ethyl acetate to give a yellow oil which is chromatographed on silica gel using ethyl acetate/hexane (1:4) as eluent to yield t-butyl 8-(p-chlorophenylsulfonamido)-4-(3-hydroxypropyl)-octanoate; NMR (CDCl3): delta 3.65 ...